Task: describe an organic reaction: reactants, conditions, products, and yield. Dataset: the Open Reaction Database (ORD), a public repository of structured organic reaction records Reactants: ( 100 ), C(C)(=O)OC1=CC=C2C=C(COC2=C1C)C1=CC=C(C=C1)OC (7-acetoxy-4′-methoxy-8-methylisoflav-3-ene), N1C=NC=C1 (imidazole), ( 95 ), CC=1C(=CC=C2C=C(COC12)C1=CC=C(C=C1)O)O (8-methylisoflav-3-ene-4′,7-diol), ( 52 ). Solvent: C(C)O (ethanol). Yields the product COC1=CC=C(C=2COC3=C(C(=CC=C3C2)O)C)C=C1 (4′-Methoxy-8-methylisoflav-3-ene-7-ol). RXN SMILES: C([O:4][C:5]1[C:14]([CH3:15])=[C:13]2[C:8]([CH:9]=[C:10]([C:16]3[CH:21]=[CH:20][C:19]([O:22][CH3:23])=[CH:18][CH:17]=3)[CH2:11][O:12]2)=[CH:7][CH:6]=1)(=O)C.N1C=CN=C1.CC1C(O)=CC=C2C=1OCC(C1C=CC(O)=CC=1)=C2>C(O)C>[CH3:23][O:22][C:19]1[CH:18]=[CH:17][C:16]([C:10]2[CH2:11][O:12][C:13]3[C:8]([CH:9]=2)=[CH:7][CH:6]=[C:5]([OH:4])[C:14]=3[CH3:15])=[CH:21][CH:20]=1. Reported procedure: 4′-Methoxy-8-methylisoflav-3-ene-7-ol was prepared from 7-acetoxy-4′-methoxy-8-methylisoflav-3-ene (0.11 g, 0.3 mmol) and imidazole (0.14 g) in ethanol (1.5 ml) as described for 8-methylisoflav-3-ene-4′,7-diol. Yield: (0.05 g, 53%) m.p. 103° C. 1H NMR (d6-acetone): δ 1.99 (s, 3H, CH3), 3.81 (s, 3H, OMe), 5.11 (s, 2H, H2), 6.43 (d, 1H, J 8.3 Hz, H6), 6.77 (bs, 1H, H4), 6.80 (d, 1H, J 8.3 Hz, H5), 6.95 (d, 2H, J 9.0 Hz, ArH), 7.44 (d, 2H, J 9.0 Hz, ArH). Mass spectrum: 282 (M, 9%); 267 (100); 268 ... Reactants: C(C)(C)(C)OC(=O)N[C@H](C(=O)O)CC(=C)C ((S)-2-((tert-butoxycarbonyl)amino)-4-methylpent-4-enoic acid), [Si](C)(C)(C)C=[N+]=[N-] (TMS-diazomethane). Run in O1CCCC1 (tetrahydrofuran). Reaction conditions: temperature 0 celsius, time 15 minute. Yields the product C(C)(C)(C)OC(=O)N[C@H](C(=O)OC)CC(=C)C ((S)-methyl 2-((tert-butoxycarbonyl)amino)-4-methylpent-4-enoate). The yield is 99.5%. RXN SMILES: [C:1]([O:5][C:6]([NH:8][C@@H:9]([CH2:13][C:14]([CH3:16])=[CH2:15])[C:10]([OH:12])=[O:11])=[O:7])([CH3:4])([CH3:3])[CH3:2].[Si](C=[N+]=[N-])(C)(C)[CH3:18]>O1CCCC1>[C:1]([O:5][C:6]([NH:8][C@@H:9]([CH2:13][C:14]([CH3:16])=[CH2:15])[C:10]([O:12][CH3:18])=[O:11])=[O:7])([CH3:4])([CH3:3])[CH3:2]. Procedure: To a solution of (S)-2-((tert-butoxycarbonyl)amino)-4-methylpent-4-enoic acid (550 mg, 2.399 mmol) in tetrahydrofuran (11 mL) at 0° C., was added TMS-diazomethane (4.80 mL, 4.80 mmol) dropwise over 5 min. The reaction mixture was then stirred at 0° C. for 15 min. After gradually warmed to room temperature, the mixture was stirred for 16 h. The reaction mixture was evaporated to dryness to afford (S)-methyl 2-((tert-butoxycarbonyl)amino)-4-methylpent-4-enoate (580 mg, 2.386 mmol, 99% crude yield)... Reactants: C(C)(C)[N-]C(C)C.[Li+] (Lithium diisopropylamide), C(CC(C)C)(=O)OCC (ethyl isovalerate), FC1=CC=C(C(=O)C2=CC=C(C=C2)F)C=C1 (4,4'-difluorobenzophenone). Solvent: O1CCCC1 (tetrahydrofuran). Reaction conditions: temperature -70 celsius, time 0.5 hour. Product: FC1=CC=C(C=C1)C(C(C(=O)OCC)C(C)C)(O)C1=CC=C(C=C1)F (Ethyl 3,3-bis(4-fluorophenyl)-3-hydroxy-2-(1-methylethyl)-propionate). Isolated yield 76.1%. Reaction SMILES: C([N-]C(C)C)(C)C.[Li+].[C:9]([O:15][CH2:16][CH3:17])(=[O:14])[CH2:10][CH:11]([CH3:13])[CH3:12].[F:18][C:19]1[CH:33]=[CH:32][C:22]([C:23]([C:25]2[CH:30]=[CH:29][C:28]([F:31])=[CH:27][CH:26]=2)=[O:24])=[CH:21][CH:20]=1>O1CCCC1>[F:18][C:19]1[CH:33]=[CH:32][C:22]([C:23]([C:25]2[CH:30]=[CH:29][C:28]([F:31])=[CH:27][CH:26]=2)([OH:24])[CH:10]([CH:11]([CH3:13])[CH3:12])[C:9]([O:15][CH2:16][CH3:17])=[O:14])=[CH:21][CH:20]=1 |f:0.1|. Reported procedure: Lithium diisopropylamide (22.2mL of 1.8M solution, 40 mmol) was added to a solution of ethyl isovalerate (5.2g, 40 mmol) in 40 mL of tetrahydrofuran at -40° C. After stirring for 0.5 hours and cooling to -70° C., 4,4'-difluorobenzophenone (4.36 g, 20 mmol) was added and the mixture stirred for 3 hours during which time the temperature was allowed to warm to -20° C. The reaction was quenched with 1N hydrochloric acid and the mixture extracted with diethyl ether. The extracts were dried with magne... Yield: 98.3%. Reported procedure: Methyl 1-(4-tolyl)-5-oxo-3-pyrrolidinecarboxylate (46.00 g) and sodium boron hydride (5.94 g) are suspended in tetrahydrofuran (460 ml) and to the mixture is added dropwise methanol (46.2 ml) over a period of 1 hour under refluxing. The mixture is further heated for 1 hour. After cooling the reaction mixture, conc. hydrochloric acid (13.7 ml) and water (about 5 ml) are added thereto and then the mixture is concentrated under reduced pressure. Methylene chloride (400 ml) is added to the residue a... Run in O (water), O1CCCC1 (tetrahydrofuran). Starting materials: Cl (hydrochloric acid), C1(=CC=C(C=C1)N1CC(CC1=O)C(=O)OC)C (Methyl 1-(4-tolyl)-5-oxo-3-pyrrolidinecarboxylate), B.[Na] (sodium boron hydride), CO (methanol). The product is C1(=CC=C(C=C1)N1C(CC(C1)CO)=O)C (1-(4-Tolyl)-4-hydroxymethyl-2-pyrrolidone). Reaction SMILES: [C:1]1([CH3:17])[CH:6]=[CH:5][C:4]([N:7]2[C:11](=[O:12])[CH2:10][CH:9]([C:13](OC)=[O:14])[CH2:8]2)=[CH:3][CH:2]=1.B.[Na].CO.Cl>O1CCCC1.O>[C:1]1([CH3:17])[CH:2]=[CH:3][C:4]([N:7]2[CH2:8][CH:9]([CH2:13][OH:14])[CH2:10][C:11]2=[O:12])=[CH:5][CH:6]=1 |f:1.2,^1:18|. Starting materials: C(=O)(O)[O-].[Na+] (NaHCO3), TEA, [OH-].[K+].CO.O (KOH MeOH water), C(C)(C)(C)OC(=O)N1CCC(CC1)N1N=CC(=C1)C(=O)OCC (4-(4-ethoxycarbonyl-pyrazol-1-yl)-piperidine-1-carboxylic acid tert-butyl ester), C=O.O (water formaldehyde), C(C)(=O)O[BH-](OC(C)=O)OC(C)=O.[Na+] (sodium triacetoxyborohydride), C(=O)(C(F)(F)F)O (TFA). Solvent: C(Cl)Cl (DCM), C(Cl)Cl (DCM), C(Cl)Cl (DCM). Conditions: time 1 hour. Product: CN1CCC(CC1)N1N=CC(=C1)C(=O)O (1-(1-methyl-piperidin-4-yl)-1H-pyrazole-4-carboxylic acid). RXN SMILES: [OH-].[K+].CO.O.C(O[C:11]([N:13]1[CH2:18][CH2:17][CH:16]([N:19]2[CH:23]=[C:22]([C:24]([O:26]CC)=[O:25])[CH:21]=[N:20]2)[CH2:15][CH2:14]1)=O)(C)(C)C.C(O)(C(F)(F)F)=O.C([O-])(O)=O.[Na+].C=O.O.C(O[BH-](OC(=O)C)OC(=O)C)(=O)C.[Na+]>C(Cl)Cl>[CH3:11][N:13]1[CH2:14][CH2:15][CH:16]([N:19]2[CH:23]=[C:22]([C:24]([OH:26])=[O:25])[CH:21]=[N:20]2)[CH2:17][CH2:18]1 |f:0.1.2.3,6.7,8.9,10.11|. Procedure details: According to the previously reported procedure, before the basic hydrolysis (KOH/MeOH/water), 4-(4-ethoxycarbonyl-pyrazol-1-yl)-piperidine-1-carboxylic acid tert-butyl ester (776 mg, 2.4 mmol) was dissolved in DCM (24 mL) and treated with TFA (1.85 mL, 24 mmol) for 3 hours. The reaction was poured into saturated NaHCO3 solution (100 mL), extracted with DCM (2×200 mL). The combined organic layers were dried over anhydrous sodium sulfate and evaporated to dryness to afford 550 mg of crude product ... The reactants are C(#N)N=C(NC1CCCC2=CC=CC=C12)SC (N'-cyano-N-(1,2,3,4-tetrahydro-1-naphthyl)-S-methylisothiourea), CN (methylamine). The solvent is C(C)O (ethanol). Conditions: time 22 hour. Yields the product C(#N)N=C(NC)NC1CCCC2=CC=CC=C12 (N"-cyano-N-methyl-N'-(1,2,3,4-tetrahydro-1-naphthyl)guanidine). RXN SMILES: [C:1]([N:3]=[C:4](SC)[NH:5][CH:6]1[C:15]2[C:10](=[CH:11][CH:12]=[CH:13][CH:14]=2)[CH2:9][CH2:8][CH2:7]1)#[N:2].[CH3:18][NH2:19]>C(O)C>[C:1]([N:3]=[C:4]([NH:5][CH:6]1[C:15]2[C:10](=[CH:11][CH:12]=[CH:13][CH:14]=2)[CH2:9][CH2:8][CH2:7]1)[NH:19][CH3:18])#[N:2]. Procedure details: A solution of 12.3 g of N'-cyano-N-(1,2,3,4-tetrahydro-1-naphthyl)-S-methylisothiourea and 20 ml of 33% ethanolic methylamine in 200 ml of ethanol was heated at reflux with stirring for 22 hours. The solvent was then removed by evaporation in vacuo, leaving the crude product as a glassy, amorphous solid. Crystallization from a mixture of isopropyl acetate, methylcyclohexane and 2-propanol gave 7.03 g of N"-cyano-N-methyl-N'-(1,2,3,4-tetrahydro-1-naphthyl)guanidine as a white, crystalline solid, ... Reactants: C(C)(=O)N1CCC(CC1)C(C1=C(C=C(C=C1)Br)F)=O (1-acetyl-4-(4-bromo-2-fluorobenzoyl)piperidine), Cl.C1(=CC=CC=C1)NN (phenylhydrazine hydrochloride), C(C)(=O)[O-].[Na+] (sodium acetate). The solvent is C(C)(C)O (isopropanol). Reaction conditions: time 16 hour. Yields the product C1(=CC=CC=C1)NN=C(C1=C(C=C(C=C1)Br)F)C1CCN(CC1)C(C)=O (1-Acetyl-4-(4-bromo-2-fluorobenzoyl)piperidine phenylhydrazone). Yield: 92.8%. RXN SMILES: [C:1]([N:4]1[CH2:9][CH2:8][CH:7]([C:10](=O)[C:11]2[CH:16]=[CH:15][C:14]([Br:17])=[CH:13][C:12]=2[F:18])[CH2:6][CH2:5]1)(=[O:3])[CH3:2].Cl.[C:21]1([NH:27][NH2:28])[CH:26]=[CH:25][CH:24]=[CH:23][CH:22]=1.C([O-])(=O)C.[Na+]>C(O)(C)C>[C:21]1([NH:27][N:28]=[C:10]([CH:7]2[CH2:8][CH2:9][N:4]([C:1](=[O:3])[CH3:2])[CH2:5][CH2:6]2)[C:11]2[CH:16]=[CH:15][C:14]([Br:17])=[CH:13][C:12]=2[F:18])[CH:26]=[CH:25][CH:24]=[CH:23][CH:22]=1 |f:1.2,3.4|. Procedure: A mixture of 1-acetyl-4-(4-bromo-2-fluorobenzoyl)piperidine (16.6 g, 0.051 mol), phenylhydrazine hydrochloride (16.6 g, 0.11 mol), sodium acetate, (22.2 g) and isopropanol (250 ml) was stirred and refluxed for 4 hours. The reaction stood at ambient temperature for 16 hours, and then was filtered. The filtercake was treated with water, and the insoluble hydrazone was collected and dried to yield 13.7 g. The isopropanol filtrate was concentrated in vacuo to a solid, which when triturated with ethe...